From a dataset of the Open Reaction Database (ORD), a public repository of structured organic reaction records. describe an organic reaction: reactants, conditions, products, and yield Starting materials: C1CCOC1, CO, [Li+], [OH-], COC(=O)CC(c1ccc(OCc2ccc(-c3ccc(C(F)(F)F)cc3)s2)cc1)c1ccon1. The product is O=C(O)CC(c1ccc(OCc2ccc(-c3ccc(C(F)(F)F)cc3)s2)cc1)c1ccon1. Reaction SMILES: [CH2:37]1[O:38][CH2:39][CH2:40][CH2:41]1.[CH3:42][OH:43].[Li+:36].[OH-:35].[o:1]1[n:2][c:3]([CH:6]([CH2:7][C:8](=[O:9])[O:10][CH3:11])[c:12]2[cH:13][cH:14][c:15]([O:18][CH2:19][c:20]3[s:21][c:22](-[c:25]4[cH:26][cH:27][c:28]([C:31]([F:32])([F:33])[F:34])[cH:29][cH:30]4)[cH:23][cH:24]3)[cH:16][cH:17]2)[cH:4][cH:5]1>>[o:1]1[n:2][c:3]([CH:6]([CH2:7][C:8](=[O:9])[OH:10])[c:12]2[cH:13][cH:14][c:15]([O:18][CH2:19][c:20]3[s:21][c:22](-[c:25]4[cH:26][cH:27][c:28]([C:31]([F:32])([F:33])[F:34])[cH:29][cH:30]4)[cH:23][cH:24]3)[cH:16][cH:17]2)[cH:4][cH:5]1. The reactants are BrC=1C=C2C(=NNC2=CC1)C(F)(F)F (5-bromo-3-(trifluoromethyl)-1H-indazole), C(=O)([O-])[O-].[Cs+].[Cs+] (Cs2CO3), Cl.ClCCN1CCCC1 (1-(2-chloroethyl)pyrrolidine hydrochloride). Solvent: CS(=O)C (DMSO), O (water). Reaction conditions: time 16 hour. Product: BrC=1C=C2C(=NN(C2=CC1)CCN1CCCC1)C(F)(F)F (5-Bromo-1-(2-(pyrrolidin-1-yl)ethyl)-3-(trifluoromethyl)-1H-indazole). Isolated yield 64.5%. RXN SMILES: [Br:1][C:2]1[CH:3]=[C:4]2[C:8](=[CH:9][CH:10]=1)[NH:7][N:6]=[C:5]2[C:11]([F:14])([F:13])[F:12].C([O-])([O-])=O.[Cs+].[Cs+].Cl.Cl[CH2:23][CH2:24][N:25]1[CH2:29][CH2:28][CH2:27][CH2:26]1>CS(C)=O.O>[Br:1][C:2]1[CH:3]=[C:4]2[C:8](=[CH:9][CH:10]=1)[N:7]([CH2:23][CH2:24][N:25]1[CH2:29][CH2:28][CH2:27][CH2:26]1)[N:6]=[C:5]2[C:11]([F:14])([F:13])[F:12] |f:1.2.3,4.5|. Reported procedure: A solution of 5-bromo-3-(trifluoromethyl)-1H-indazole (282 mg, 1.07 mmol) in DMSO (15 mL) was treated with Cs2CO3 (1.45 g, 4.45 mmol) and 1-(2-chloroethyl)pyrrolidine hydrochloride (376 mg, 2.21 mmol). After stirring for 16 hours at room temperature, the mixture was diluted with water (50 mL) and extracted with EtOAc (3×50 mL). The combined organics were washed with brine (50 mL), dried over Na2SO4, filtered and concentrated to dryness. Purification by flash column chromatography (silica gel, Me... The reactants are C(C)NC(=O)NC1=C(C=C(C=C1)C(C(F)(F)F)(C(F)(F)F)O)C(=O)OCC (N-ethyl-N'-[4-(hexafluoro-2-hydroxy-2-propyl)-2-(ethoxycarbonyl)phenyl]urea), [OH-].[Na+] (NaOH), Cl (HCl). Yields the product C(C)N1C(NC2=CC=C(C=C2C1=O)C(C(F)(F)F)(C(F)(F)F)O)=O (3-ethyl-6-(hexafluoro-2-hydroxy-2-propyl)quinazoline-2,4-dione). Yield: 98.3%. RXN SMILES: [CH2:1]([NH:3][C:4]([NH:6][C:7]1[CH:12]=[CH:11][C:10]([C:13]([OH:22])([C:18]([F:21])([F:20])[F:19])[C:14]([F:17])([F:16])[F:15])=[CH:9][C:8]=1[C:23]([O:25]CC)=O)=[O:5])[CH3:2].[OH-].[Na+].Cl>>[CH2:1]([N:3]1[C:23](=[O:25])[C:8]2[C:7](=[CH:12][CH:11]=[C:10]([C:13]([OH:22])([C:18]([F:21])([F:19])[F:20])[C:14]([F:17])([F:16])[F:15])[CH:9]=2)[NH:6][C:4]1=[O:5])[CH3:2] |f:1.2|. Reported procedure: Combine 4.02 g (10 mmole) of N-ethyl-N'-[4-(hexafluoro-2-hydroxy-2-propyl)-2-(ethoxycarbonyl)phenyl]urea with 21 ml (20 mmole) 1N NaOH and stir for 1 minute. Acidify the reaction with 1N HCl and extract with 100 ml of Et2O. Dry and concentrate the extract to obtain 3.5 g of white solid. Recrystallize from Et2O-hexane to obtain 2.5 g of white solid 3-ethyl-6-(hexafluoro-2-hydroxy-2-propyl)quinazoline-2,4-dione; m.p. 268°-270° C.